Dataset: the Open Reaction Database (ORD), a public repository of structured organic reaction records. Task: describe an organic reaction: reactants, conditions, products, and yield The product is C1(=CC=CC=C1)C(C)C=1N=C(C2=C(N1)OC(=N2)C2=CC(=CC=C2)C)OCCC (5-(1-Phenyl-ethyl)-7-propoxy-2-(3-methyl-phenyl)-oxazolo[5,4-d]pyrimidine). The reagents and catalysts are [Pd] (palladium on charcoal). Procedure details: The 5-(1-phenyl-vinyl)-7-propoxy-2-(3-methyl-phenyl)-oxazolo[5,4-d]pyrimidine obtained in step (a) was dissolved in 20 ml of methanol. 10% palladium on charcoal was added and the mixture was hydrogenated under a hydrogen pressure of about 1 bar. After 5 h the catalyst was filtered off and the solvents were removed in vacuo. Preparative HPLC (method HPLC2) of the residue yielded 125 mg of the title compound. The reactants are C1(=CC=CC=C1)C(=C)C=1N=C(C2=C(N1)OC(=N2)C2=CC(=CC=C2)C)OCCC (5-(1-Phenyl-vinyl)-7-propoxy-2-(3-methyl-phenyl)-oxazolo[5,4-d]pyrimidine). RXN SMILES: [C:1]1([C:7]([C:9]2[N:10]=[C:11]([O:25][CH2:26][CH2:27][CH3:28])[C:12]3[N:17]=[C:16]([C:18]4[CH:23]=[CH:22][CH:21]=[C:20]([CH3:24])[CH:19]=4)[O:15][C:13]=3[N:14]=2)=[CH2:8])[CH:6]=[CH:5][CH:4]=[CH:3][CH:2]=1>CO.[Pd]>[C:1]1([CH:7]([C:9]2[N:10]=[C:11]([O:25][CH2:26][CH2:27][CH3:28])[C:12]3[N:17]=[C:16]([C:18]4[CH:23]=[CH:22][CH:21]=[C:20]([CH3:24])[CH:19]=4)[O:15][C:13]=3[N:14]=2)[CH3:8])[CH:2]=[CH:3][CH:4]=[CH:5][CH:6]=1. Run in CO (methanol). The reactants are ClC=1C=C(C=CC1)[C@@H](CCCO)[C@](C)(NC(C)C)C1=CC=C(C=C1)Cl ((4R,5S)-4-(3-Chlorophenyl)-5-(4-chlorophenyl)-5-(isopropylamino)hexan-1-ol), I(=O)(=O)(=O)O (periodic acid), P(=O)(O)([O-])[O-].[Na+].[Na+] (disodium hydrogen phosphate). Reagents/catalysts: [O-2].[O-2].[O-2].[Cr+6] (chromium trioxide). Run in C(C)#N (acetonitrile), C(C)#N (acetonitrile), O (water), O (water), O (water). Product: ClC=1C=C(C=CC1)[C@@H](CCC(=O)O)[C@](C)(NC(C)C)C1=CC=C(C=C1)Cl ((4R,5S)-4-(3-Chlorophenyl)-5-(4-chlorophenyl)-5-(isopropylamino)hexanoic acid). Reaction SMILES: [Cl:1][C:2]1[CH:3]=[C:4]([C@H:8]([C@@:13]([C:19]2[CH:24]=[CH:23][C:22]([Cl:25])=[CH:21][CH:20]=2)([NH:15][CH:16]([CH3:18])[CH3:17])[CH3:14])[CH2:9][CH2:10][CH2:11][OH:12])[CH:5]=[CH:6][CH:7]=1.I(O)(=O)(=O)=[O:27].P([O-])([O-])(O)=O.[Na+].[Na+]>C(#N)C.O.[O-2].[O-2].[O-2].[Cr+6]>[Cl:1][C:2]1[CH:3]=[C:4]([C@H:8]([C@@:13]([C:19]2[CH:24]=[CH:23][C:22]([Cl:25])=[CH:21][CH:20]=2)([NH:15][CH:16]([CH3:18])[CH3:17])[CH3:14])[CH2:9][CH2:10][C:11]([OH:27])=[O:12])[CH:5]=[CH:6][CH:7]=1 |f:2.3.4,7.8.9.10|. Procedure: To a solution of (4R,5S)-4-(3-chlorophenyl)-5-(4-chlorophenyl)-5-(isopropylamino)hexan-1-ol (Example 418, Step F, 185 mg, 0.486 mmol) in wet acetonitrile (0.75% water v/v) (3 mL) at ambient temperature was added over three minutes a solution of periodic acid (0.44M in acetonitrile(0.75% water v/v), 2.76 mL, 1.216 mmol) with chromium trioxide (2.43 mg, 0.024 mmol). The reaction was stirred for fifteen minutes. To the reaction was added a solution of 0.6 g disodium hydrogen phosphate in 10 mL wate... Starting materials: COC(=O)c1ccc2c(C3CCCCC3)c3n(c2c1)CCN(CC1CCCN1C)Cc1cc(F)ccc1-3, [K+], C1COCCO1, [OH-], O. Yields the product CN1CCCC1CN1CCn2c(c(C3CCCCC3)c3ccc(C(=O)O)cc32)-c2ccc(F)cc2C1. RXN SMILES: [CH:1]1([c:7]2[c:8]3[cH:9][cH:10][c:11]([C:34](=[O:35])[O:36][CH3:37])[cH:12][c:13]3[n:14]3[c:15]2-[c:16]2[c:17]([cH:29][c:30]([F:33])[cH:31][cH:32]2)[CH2:18][N:19]([CH2:22][CH:23]2[N:24]([CH3:28])[CH2:25][CH2:26][CH2:27]2)[CH2:20][CH2:21]3)[CH2:2][CH2:3][CH2:4][CH2:5][CH2:6]1.[K+:40].[O:41]1[CH2:42][CH2:43][O:44][CH2:45][CH2:46]1.[OH-:39].[OH2:38]>>[CH:1]1([c:7]2[c:8]3[cH:9][cH:10][c:11]([C:34](=[O:35])[OH:36])[cH:12][c:13]3[n:14]3[c:15]2-[c:16]2[c:17]([cH:29][c:30]([F:33])[cH:31][cH:32]2)[CH2:18][N:19]([CH2:22][CH:23]2[N:24]([CH3:28])[CH2:25][CH2:26][CH2:27]2)[CH2:20][CH2:21]3)[CH2:2][CH2:3][CH2:4][CH2:5][CH2:6]1. Reactants: CN(C)C=O, O=C(Cl)C(=O)Cl, ClCCl, O=C(O)C1CCN(c2ccc(OCc3cccc(F)c3)cc2)C1=O. Product: NC(=O)C1CCN(c2ccc(OCc3cccc(F)c3)cc2)C1=O. As a reaction SMILES: [CH3:25][N:26]([CH3:27])[CH:28]=[O:29].[Cl:30][C:31]([C:32]([Cl:33])=[O:34])=[O:35].[Cl:36][CH2:37][Cl:38].[F:1][c:2]1[cH:3][c:4]([CH2:5][O:6][c:7]2[cH:8][cH:9][c:10]([N:13]3[C:14](=[O:21])[CH:15]([C:18](=[O:19])[OH:20])[CH2:16][CH2:17]3)[cH:11][cH:12]2)[cH:22][cH:23][cH:24]1>>[F:1][c:2]1[cH:3][c:4]([CH2:5][O:6][c:7]2[cH:8][cH:9][c:10]([N:13]3[C:14](=[O:21])[CH:15]([C:18](=[O:19])[NH2:26])[CH2:16][CH2:17]3)[cH:11][cH:12]2)[cH:22][cH:23][cH:24]1. Reactants: O (H2O), CCN(C(C)C)C(C)C (DIPEA), C(=O)(OC(C)(C)C)N1[C@H](C(=O)O)CCC1 (N-Boc-L-proline), F[B-](F)(F)F.N1(N=NC2=C1C=CC=C2)OC(=[N+](C)C)N(C)C (O-(Benzotriazol-1-yl)-N,N,N′,N′-tetra methyluronium tetrafluoroborate), C=1C=CC2=C(C1)N=NN2O (HOBt), BrC1=CC=C(C(N)=NO)C=C1 (4-bromo-N′-hydroxybenzimidamide). Solvent: CN(C=O)C (N,N-dimethylformamide). Conditions: time 5 minute. Yields the product BrC1=CC=C(C=C1)C1=NOC(=N1)[C@H]1N(CCC1)C(=O)OC(C)(C)C ((S)-tert-butyl 2-(3-(4-bromophenyl)-1,2,4-oxadiazol-5-yl)pyrrolidine-1-carboxylate). Isolated yield 54.7%. As a reaction SMILES: [C:1]([N:8]1[CH2:15][CH2:14][CH2:13][C@H:9]1[C:10]([OH:12])=O)([O:3][C:4]([CH3:7])([CH3:6])[CH3:5])=[O:2].F[B-](F)(F)F.N1(OC(N(C)C)=[N+](C)C)C2C=CC=CC=2N=N1.C1C=CC2N(O)N=NC=2C=1.O.CCN(C(C)C)C(C)C.[Br:58][C:59]1[CH:68]=[CH:67][C:62]([C:63](=[N:65]O)[NH2:64])=[CH:61][CH:60]=1>CN(C)C=O>[Br:58][C:59]1[CH:68]=[CH:67][C:62]([C:63]2[N:65]=[C:10]([C@@H:9]3[CH2:13][CH2:14][CH2:15][N:8]3[C:1]([O:3][C:4]([CH3:5])([CH3:6])[CH3:7])=[O:2])[O:12][N:64]=2)=[CH:61][CH:60]=1 |f:1.2|. Procedure details: To a solution of N-Boc-L-proline (2.5 g, 11.6 mmol) in N,N-dimethylformamide (18 mL), O-(Benzotriazol-1-yl)-N,N,N′,N′-tetra methyluronium tetrafluoroborate (TBTU, 3.73 g, 11.6 mmol), HOBt.H2O (0.36 g, 2.32 mmol) and DIPEA (10.2 ml, 58.1 mmol) were added. After the reaction mixture was stirred at room temperature for 5 minutes, 4-Bromo-N′-hydroxybenzimidamide 15 (2.5 g, 11.6 mmol) was added. The mixture was then stirred at 110° C. for 2.5 hours. After cooled to room temperature, the resulting mix...